This data is from the Open Reaction Database (ORD), a public repository of structured organic reaction records. The task is: describe an organic reaction: reactants, conditions, products, and yield The reactants are Cl (HCl), C(C1=CC=CC=C1)OC(=O)NC=1C=C(C=CC1)CC(=O)OCC (ethyl (3-{[(benzyloxy)carbonyl]amino}phenyl)acetate), C(C)O (ethanol), [Li+].[OH-] (LiOH). Run in C1CCOC1 (THF), O (water). Run at temperature 60 celsius. The product is C(C1=CC=CC=C1)OC(=O)NC=1C=C(C=CC1)CC(=O)O ((3-{[(Benzyloxy)carbonyl]amino}phenyl)acetic acid). RXN SMILES: [CH2:1]([O:8][C:9]([NH:11][C:12]1[CH:13]=[C:14]([CH2:18][C:19]([O:21]CC)=[O:20])[CH:15]=[CH:16][CH:17]=1)=[O:10])[C:2]1[CH:7]=[CH:6][CH:5]=[CH:4][CH:3]=1.C(O)C.[Li+].[OH-].Cl>C1COCC1.O>[CH2:1]([O:8][C:9]([NH:11][C:12]1[CH:13]=[C:14]([CH2:18][C:19]([OH:21])=[O:20])[CH:15]=[CH:16][CH:17]=1)=[O:10])[C:2]1[CH:7]=[CH:6][CH:5]=[CH:4][CH:3]=1 |f:2.3|. Reported procedure: To a solution of 44.0 g (140 mmol) of ethyl (3-{[(benzyloxy)carbonyl]amino}phenyl)acetate) (from Step A) in THF, ethanol, and water (1:1:1, 1500 mL) was added solid LiOH (16.8 g, 700 mmol) and the resulting solution heated to 60° C. via oil bath for 3 h. The mixture was cooled to room temperature overnight and then 40 mL of concentrate HCl was slowly added, keeping the temperature below 25° C., until the solution was about pH of 2-3. Extract with ethyl acetate (3×750 mL) and then combine and was... Reactants: CCOCC (ether), C(C1=CC=CC=C1)N1CCC(CC1)(CN)C1=CC=CC=C1 (1-N-Benzyl-4-phenyl-4-aminomethylpiperidine), N1=CC=CC=C1 (pyridine), C(C=1C(=CC=CC1)OC)(=O)Cl (o-anisoyl chloride). The reagents and catalysts are CN(C1=CC=NC=C1)C (4-dimethylaminopyridine). Solvent: C(Cl)Cl (methylene chloride). Conditions: time 12 hour. The product is C(C1=CC=CC=C1)N1CCC(CC1)(CNC(=O)C1=C(C=CC=C1)OC)C1=CC=CC=C1 (1-N-Benzyl-4-phenyl-4-(3-(2-methoxyphenyl)-3-oxo-2-azaprop-1-yl)piperidine). As a reaction SMILES: [CH2:1]([N:8]1[CH2:13][CH2:12][C:11]([C:16]2[CH:21]=[CH:20][CH:19]=[CH:18][CH:17]=2)([CH2:14][NH2:15])[CH2:10][CH2:9]1)[C:2]1[CH:7]=[CH:6][CH:5]=[CH:4][CH:3]=1.N1C=CC=CC=1.[C:28](Cl)(=[O:37])[C:29]1[C:30]([O:35][CH3:36])=[CH:31][CH:32]=[CH:33][CH:34]=1.CCOCC>CN(C)C1C=CN=CC=1.C(Cl)Cl>[CH2:1]([N:8]1[CH2:13][CH2:12][C:11]([C:16]2[CH:21]=[CH:20][CH:19]=[CH:18][CH:17]=2)([CH2:14][NH:15][C:28]([C:29]2[CH:34]=[CH:33][CH:32]=[CH:31][C:30]=2[O:35][CH3:36])=[O:37])[CH2:10][CH2:9]1)[C:2]1[CH:3]=[CH:4][CH:5]=[CH:6][CH:7]=1. Reported procedure: To a solution of 2.1 g (7.6 mmol) of 1-N-Benzyl-4-phenyl-4-aminomethylpiperidine and 1.2 mL of pyridine (15.2 mmol) and 20 mg of 4-dimethylaminopyridine (DMAP) in 20 mL of methylene chloride was added 2.6 g (15.2 mmol) of o-anisoyl chloride at 0° C. The reaction mixture was stirred for 12 hr and was poured into 200 ml of ether. It was washed with saturated NaHCO3 solution, dried over MgSO4 and concentrated. The residue was purified by chromatography (silica, hexanes: ethyl acetate, 1:4) to affor... Reactants: Cc1nc2ccc(Br)cc2c(-c2ccc(C(F)(F)F)cc2)c1S(C)(=O)=O, O=C([O-])[O-], CC(C)(C)O, C1COCCN1, CCCCCCC, ClC(Cl)Cl, CC(C)c1cc(C(C)C)c(-c2ccccc2P(C2CCCCC2)C2CCCCC2)c(C(C)C)c1, [Cs+], [Cs+], O=C(C=Cc1ccccc1)C=Cc1ccccc1, O=C(C=Cc1ccccc1)C=Cc1ccccc1, O=C(C=Cc1ccccc1)C=Cc1ccccc1, [Pd], [Pd]. Product: Cc1nc2ccc(N3CCOCC3)cc2c(-c2ccc(C(F)(F)F)cc2)c1S(C)(=O)=O. RXN SMILES: [Br:41][c:42]1[cH:43][c:44]2[c:45](-[c:57]3[cH:58][cH:59][c:60]([C:63]([F:64])([F:65])[F:66])[cH:61][cH:62]3)[c:46]([S:53](=[O:54])(=[O:55])[CH3:56])[c:47]([CH3:52])[n:48][c:49]2[cH:50][cH:51]1.[C:35](=[O:36])([O-:37])[O-:38].[C:73]([OH:74])([CH3:75])([CH3:76])[CH3:77].[CH2:67]1[CH2:68][O:69][CH2:70][CH2:71][NH:72]1.[CH3:78][CH2:79][CH2:80][CH2:81][CH2:82][CH2:83][CH3:84].[CH:141]([Cl:142])([Cl:143])[Cl:144].[CH:1]1([P:2]([CH:3]2[CH2:4][CH2:5][CH2:6][CH2:7][CH2:8]2)[c:9]2[cH:10][cH:11][cH:12][cH:13][c:14]2-[c:15]2[c:16]([CH:17]([CH3:18])[CH3:19])[cH:20][c:21]([CH:22]([CH3:23])[CH3:24])[cH:25][c:26]2[CH:27]([CH3:28])[CH3:29])[CH2:30][CH2:31][CH2:32][CH2:33][CH2:34]1.[Cs+:39].[Cs+:40].[O:105]=[C:106]([CH:107]=[CH:108][c:109]1[cH:110][cH:111][cH:112][cH:113][cH:114]1)[CH:115]=[CH:116][c:117]1[cH:118][cH:119][cH:120][cH:121][cH:122]1.[O:123]=[C:124]([CH:125]=[CH:126][c:127]1[cH:128][cH:129][cH:130][cH:131][cH:132]1)[CH:133]=[CH:134][c:135]1[cH:136][cH:137][cH:138][cH:139][cH:140]1.[O:87]=[C:88]([CH:89]=[CH:90][c:91]1[cH:92][cH:93][cH:94][cH:95][cH:96]1)[CH:97]=[CH:98][c:99]1[cH:100][cH:101][cH:102][cH:103][cH:104]1.[Pd:85].[Pd:86]>>[c:42]1([N:72]2[CH2:67][CH2:68][O:69][CH2:70][CH2:71]2)[cH:43][c:44]2[c:45](-[c:57]3[cH:58][cH:59][c:60]([C:63]([F:64])([F:65])[F:66])[cH:61][cH:62]3)[c:46]([S:53](=[O:54])(=[O:55])[CH3:56])[c:47]([CH3:52])[n:48][c:49]2[cH:50][cH:51]1. Reactants: crude crystals, S(=O)(=O)(C)OCCCOCC1=C(C(=CC=C1)SC)NC(CC1C2=CC=CC=C2OC=2C=CC=CC12)=O (N-{2-[3-(mesyloxy)propoxy]methyl-6-methylthiophenyl}-2-(9H-xanthen-9-yl)acetamide), N1C=NC=C1 (imidazole). Run in CN(C=O)C (dimethylformamide), C(C)(=O)OCC (ethyl acetate). Conditions: temperature 90 celsius, time 5.5 hour. The product is N1(C=NC=C1)CCCOCC1=C(C(=CC=C1)SC)NC(CC1C2=CC=CC=C2OC=2C=CC=CC12)=O (N-{2-[3-(1-Imidazolyl)propoxy]methyl-6-methylthiophenyl}-2-(9H -xanthen-9-yl)acetamide). Yield: 68.0%. Reaction SMILES: S(O[CH2:6][CH2:7][CH2:8][O:9][CH2:10][C:11]1[CH:16]=[CH:15][CH:14]=[C:13]([S:17][CH3:18])[C:12]=1[NH:19][C:20](=[O:36])[CH2:21][CH:22]1[C:35]2[CH:34]=[CH:33][CH:32]=[CH:31][C:30]=2[O:29][C:28]2[C:23]1=[CH:24][CH:25]=[CH:26][CH:27]=2)(C)(=O)=O.[NH:37]1[CH:41]=[CH:40][N:39]=[CH:38]1>CN(C)C=O.C(OCC)(=O)C>[N:37]1([CH2:6][CH2:7][CH2:8][O:9][CH2:10][C:11]2[CH:16]=[CH:15][CH:14]=[C:13]([S:17][CH3:18])[C:12]=2[NH:19][C:20](=[O:36])[CH2:21][CH:22]2[C:23]3[CH:24]=[CH:25][CH:26]=[CH:27][C:28]=3[O:29][C:30]3[C:35]2=[CH:34][CH:33]=[CH:32][CH:31]=3)[CH:41]=[CH:40][N:39]=[CH:38]1. Reported procedure: 251 mg of the crude crystals of N-{2-[3-(mesyloxy)propoxy]methyl-6-methylthiophenyl}-2-(9H-xanthen-9-yl)acetamide [prepared as described in step (i) above] were suspended in 3 ml of dimethylformamide. 162 mg (2.39 mmol) of imidazole were added to the suspension, and the mixture was stirred for 5.5 hours at 90° C. At the end of this time, the reaction mixture was allowed to return to room temperature, after which it was diluted with ethyl acetate and washed several times with water. The solvent w... Starting materials: Cc1cccc(C)c1, F, [K+], [OH-], O=C(O)c1ccccc1[N+](=O)[O-]. Yields the product Cc1ccc(C(=O)c2ccccc2[N+](=O)[O-])c(C)c1. As a reaction SMILES: [CH3:13][c:14]1[cH:15][cH:16][cH:17][c:18]([CH3:19])[cH:20]1.[FH:21].[K+:23].[OH-:22].[OH:1][C:2](=[O:3])[c:4]1[cH:5][cH:6][cH:7][cH:8][c:9]1[N+:10]([O-:11])=[O:12]>>[C:2](=[O:3])([c:4]1[cH:5][cH:6][cH:7][cH:8][c:9]1[N+:10]([O-:11])=[O:12])[c:15]1[c:14]([CH3:13])[cH:20][c:18]([CH3:19])[cH:17][cH:16]1.